Dataset: the Open Reaction Database (ORD), a public repository of structured organic reaction records. Task: describe an organic reaction: reactants, conditions, products, and yield The reactants are O=C([O-])[O-], CC#N, O=S1(=O)CCCOc2cc(F)ccc21, [K+], [K+], COCC(C)Oc1cc(O)cc(C(=O)O)c1. Product: COCC(C)Oc1cc(Oc2ccc3c(c2)OCCCS3(=O)=O)cc(C(=O)O)c1. As a reaction SMILES: [C:31](=[O:32])([O-:33])[O-:34].[CH3:37][C:38]#[N:39].[F:17][c:18]1[cH:19][c:20]2[c:21]([cH:29][cH:30]1)[S:22](=[O:27])(=[O:28])[CH2:23][CH2:24][CH2:25][O:26]2.[K+:35].[K+:36].[OH:1][c:2]1[cH:3][c:4]([C:5](=[O:6])[OH:7])[cH:8][c:9]([O:11][CH:12]([CH2:13][O:14][CH3:15])[CH3:16])[cH:10]1>>[O:1]([c:2]1[cH:3][c:4]([C:5](=[O:6])[OH:7])[cH:8][c:9]([O:11][CH:12]([CH2:13][O:14][CH3:15])[CH3:16])[cH:10]1)[c:18]1[cH:19][c:20]2[c:21]([cH:29][cH:30]1)[S:22](=[O:27])(=[O:28])[CH2:23][CH2:24][CH2:25][O:26]2.